This data is from the Open Reaction Database (ORD), a public repository of structured organic reaction records. The task is: describe an organic reaction: reactants, conditions, products, and yield The reactants are [OH-].[Na+] (NaOH), C(C)OC(=O)C(CCCCS(=O)(=O)O)(C(C)=O)C (5-ethyloxycarbonyl-5-methyl-6-oxo-1-heptanesulfonic acid). Solvent: O (water), CO (methanol). Reaction conditions: temperature 50 celsius, time 15 hour. The product is CC(CCCCS(=O)(=O)O)C(C)=O (5-methyl-6-oxo-1-heptanesulfonic acid). RXN SMILES: [OH-].[Na+].C(O[C:6]([C:8](C)([C:17](=[O:19])[CH3:18])[CH2:9][CH2:10][CH2:11][CH2:12][S:13]([OH:16])(=[O:15])=[O:14])=O)C>O.CO>[CH3:6][CH:8]([C:17](=[O:19])[CH3:18])[CH2:9][CH2:10][CH2:11][CH2:12][S:13]([OH:16])(=[O:14])=[O:15] |f:0.1|. Procedure details: A solution of 290 mg of NaOH in 3 ml water was added to the mixture of 710 mg (2.53 mmol) of 5-ethyloxycarbonyl-5-methyl-6-oxo-1-heptanesulfonic acid in 15 ml of methanol. The obtained mixture was stirred for 15 hours at 50° C. Methanol was removed by a rotary evaporator, residue was acidified to pH 1 and then solvent was removed until dry to yield 5-methyl-6-oxo-1-heptanesulfonic acid. The product thus obtained (940 mg, 4.5 mmol), 1.02 g (5.4 mmol) of 4-hydrazinobenzenesulfonic acid, and 15 ml ...